From a dataset of the Open Reaction Database (ORD), a public repository of structured organic reaction records. describe an organic reaction: reactants, conditions, products, and yield Yields the product OC(=O)C(F)(F)F.NC1CN(C1)C1CCC(CC1)(O)C=1C=NC(=CC1)OC (4-(3-Amino-azetidin-1-yl)-1-(6-methoxy-pyridin-3-yl)-cyclohexanol TFA salt). Reaction SMILES: C(OC(=O)[NH:7][CH:8]1[CH2:11][N:10]([CH:12]2[CH2:17][CH2:16][C:15]([OH:26])([C:18]3[CH:19]=[N:20][C:21]([O:24][CH3:25])=[CH:22][CH:23]=3)[CH2:14][CH2:13]2)[CH2:9]1)(C)(C)C.[C:28]([OH:34])([C:30]([F:33])([F:32])[F:31])=[O:29]>C(Cl)Cl>[OH:34][C:28]([C:30]([F:33])([F:32])[F:31])=[O:29].[NH2:7][CH:8]1[CH2:9][N:10]([CH:12]2[CH2:13][CH2:14][C:15]([C:18]3[CH:19]=[N:20][C:21]([O:24][CH3:25])=[CH:22][CH:23]=3)([OH:26])[CH2:16][CH2:17]2)[CH2:11]1 |f:3.4|. Solvent: C(Cl)Cl (DCM). Starting materials: C(C)(C)(C)OC(NC1CN(C1)C1CCC(CC1)(C=1C=NC(=CC1)OC)O)=O ({1-[4-Hydroxy-4-(6-methoxy-pyridin-3-yl)-cyclohexyl]-azetidin-3-yl}-carbamic acid tert-butyl ester), C(=O)(C(F)(F)F)O (TFA). Reported procedure: {1-[4-Hydroxy-4-(6-methoxy-pyridin-3-yl)-cyclohexyl]-azetidin-3-yl}-carbamic acid tert-butyl ester (less polar isomer from Step A, 5.50 g, 14.6 mmol) in DCM (10 mL) and TFA (10 mL) at room temperature was stirred for 2 hours. The solvent was removed and dried under vacuum to give the title compound as colorless oil. Reactants: CC1([C@H]2CC[C@H]([C@@H]1C2)CNC2=C(C(=O)OCC)C=CC=N2)C (ethyl 2-({[(1S,2R,5S)-6,6-dimethylbicyclo[3.1.1]hept-2-yl]methyl}amino)nicotinate), C(C)C(CNC1=C(C(=O)OCC)C=CC=N1)CC (ethyl 2-[(2-ethylbutyl)amino]nicotinate). Yields the product CC1([C@H]2CC[C@H]([C@@H]1C2)CN2C(OC(C1=C2N=CC=C1)=O)=O)C (1-{[(1S,2R,5S)-6,6-dimethylbicyclo[3.1.1]hept-2-yl]methyl]-2H-pyrido[2,3-d][1,3]oxazine-2,4(1H)-dione). Reaction SMILES: [CH3:1][C:2]1([CH3:22])[C@H:7]2[CH2:8][C@@H:3]1[CH2:4][CH2:5][C@H:6]2[CH2:9][NH:10][C:11]1[N:21]=[CH:20][CH:19]=[CH:18][C:12]=1[C:13]([O:15][CH2:16]C)=[O:14].C(C(CC)CNC1N=CC=CC=1C(OCC)=[O:31])C>>[CH3:22][C:2]1([CH3:1])[C@H:7]2[CH2:8][C@@H:3]1[CH2:4][CH2:5][C@H:6]2[CH2:9][N:10]1[C:11]2[N:21]=[CH:20][CH:19]=[CH:18][C:12]=2[C:13](=[O:14])[O:15][C:16]1=[O:31]. Procedure details: The title compound was prepared according to the procedure of Example 3B substituting the product of Example 31A for the product of Example 3A (0.570 g, 95%). 1H NMR (300 MHz, DMSO-d6) δ 0.79 (d, J=9.56 Hz, 1H), 1.14 (s, 3H), 1.22 (s, 3H), 1.62 (m, 1H), 1.87 (m, 5H), 2.26 (m, 1H), 2.53 (m, 1H), 4.04 (dd, J=13.05, 6.07 Hz, 1H), 4.28 (dd, J=13.24, 9.19 Hz, 1H), 7.37 (dd, J=7.72, 4.78 Hz, 1H), 8.38 (dd, J=7.72, 1.84 Hz, 1H), 8.76 (dd, J=4.78, 1.84 Hz, 1H). Starting materials: C(C)(=O)O[BH-](OC(C)=O)OC(C)=O.[Na+] (sodium triacetoxyborohydride), CS(=O)(=O)C=1C=C2C(=C(C(=NC2=CC1)C1=CC(=CC=C1)C(F)(F)F)CN1CCC(CC1)=O)C(=O)N[C@@H](C(F)(F)F)C1=CC=CC=C1 (6-(Methylsulfonyl)-3-[(4-oxo-1-piperidinyl)methyl]-2-[3-(trifluoromethyl)phenyl]-N-[(1R)-2,2,2-trifluoro-1-phenylethyl]-4-quinolinecarboxamide), C[C@@H]1NCCC1 ((S)-2-Methylpyrrolidine), C(C)(=O)O (acetic acid). Run in ClCCl (dichloromethane). Conditions: time 2 day. The product is C[C@H]1N(CCC1)C1CCN(CC1)CC=1C(=NC2=CC=C(C=C2C1C(=O)N[C@@H](C(F)(F)F)C1=CC=CC=C1)S(=O)(=O)C)C1=CC(=CC=C1)C(F)(F)F (3-({4-[(2R)-2-methyl-1-pyrrolidinyl]-1-piperidinyl}methyl)-6-(methylsulfonyl)-2-[3-(trifluoromethyl)phenyl]-N-[(1R)-2,2,2-trifluoro-1-phenylethyl]-4-quinolinecarboxamide). Isolated yield 34.1%. RXN SMILES: [CH3:1][S:2]([C:5]1[CH:6]=[C:7]2[C:12](=[CH:13][CH:14]=1)[N:11]=[C:10]([C:15]1[CH:20]=[CH:19][CH:18]=[C:17]([C:21]([F:24])([F:23])[F:22])[CH:16]=1)[C:9]([CH2:25][N:26]1[CH2:31][CH2:30][C:29](=O)[CH2:28][CH2:27]1)=[C:8]2[C:33]([NH:35][C@H:36]([C:41]1[CH:46]=[CH:45][CH:44]=[CH:43][CH:42]=1)[C:37]([F:40])([F:39])[F:38])=[O:34])(=[O:4])=[O:3].C(O)(=O)C.[CH3:51][C@H:52]1[CH2:56][CH2:55][CH2:54][NH:53]1.C(O[BH-](OC(=O)C)OC(=O)C)(=O)C.[Na+]>ClCCl>[CH3:51][C@@H:52]1[CH2:56][CH2:55][CH2:54][N:53]1[CH:29]1[CH2:28][CH2:27][N:26]([CH2:25][C:9]2[C:10]([C:15]3[CH:20]=[CH:19][CH:18]=[C:17]([C:21]([F:23])([F:24])[F:22])[CH:16]=3)=[N:11][C:12]3[C:7]([C:8]=2[C:33]([NH:35][C@H:36]([C:41]2[CH:46]=[CH:45][CH:44]=[CH:43][CH:42]=2)[C:37]([F:40])([F:39])[F:38])=[O:34])=[CH:6][C:5]([S:2]([CH3:1])(=[O:4])=[O:3])=[CH:14][CH:13]=3)[CH2:31][CH2:30]1 |f:3.4|. Procedure: 6-(Methylsulfonyl)-3-[(4-oxo-1-piperidinyl)methyl]-2-[3-(trifluoromethyl)phenyl]-N-[(1R)-2,2,2-trifluoro-1-phenylethyl]-4-quinolinecarboxamide (0.093 g, 0.140 mmol) was dissolved in dichloromethane (1.4 mL) and acetic acid (0.012 mL, 0.210 mmol). (S)-2-Methylpyrrolidine (0.036 g, 0.420 mmol) was added followed by sodium triacetoxyborohydride (59.4 mg, 0.280 mmol). The mixture was stirred at room temperature for 2 d. The solvent was removed under reduced pressure, and the residue was purified via... Reactants: CC(=O)[O-].[Na+] (NaOAc), Cl.NO (hydroxylamine hydrochloride), O1C(=NC2=C1C=CC=C2)C2=CC(=C(C=C2)C2=CC=C(C=N2)N=C(C2=CC=CC=C2)C2=CC=CC=C2)OC (6-[4-(1,3-benzoxazol-2-yl)-2-methoxyphenyl]-N-(diphenylmethylene)pyridin-3-amine). The solvent is CO (MeOH). Reaction conditions: time 1 hour. The product is O1C(=NC2=C1C=CC=C2)C2=CC(=C(C=C2)C2=CC=C(C=N2)N)OC (6-[4-(1,3-benzoxazol-2-yl)-2-methoxyphenyl]pyridin-3-amine). RXN SMILES: [O:1]1[C:5]2[CH:6]=[CH:7][CH:8]=[CH:9][C:4]=2[N:3]=[C:2]1[C:10]1[CH:15]=[CH:14][C:13]([C:16]2[N:21]=[CH:20][C:19]([N:22]=C(C3C=CC=CC=3)C3C=CC=CC=3)=[CH:18][CH:17]=2)=[C:12]([O:36][CH3:37])[CH:11]=1.CC([O-])=O.[Na+].Cl.NO>CO>[O:1]1[C:5]2[CH:6]=[CH:7][CH:8]=[CH:9][C:4]=2[N:3]=[C:2]1[C:10]1[CH:15]=[CH:14][C:13]([C:16]2[N:21]=[CH:20][C:19]([NH2:22])=[CH:18][CH:17]=2)=[C:12]([O:36][CH3:37])[CH:11]=1 |f:1.2,3.4|. Reported procedure: 6-[4-(1,3-benzoxazol-2-yl)-2-methoxyphenyl]-N-(diphenylmethylene)pyridin-3-amine (61 mg, 0.13 mmol) was dissolved in MeOH (2 mL) and NaOAc (25 mg, 0.31 mmol) and hydroxylamine hydrochloride (16 mg, 0.23 mmol) were added. The resulting suspension was stirred at rt for 1 h. The mixture was partitioned between CH2Cl2 and 0.1N aqueous NaOH. Aqueous layer was extracted with CH2Cl2 (3×15 mL). The combined organic layers were dried over MgSO4, filtered and concentrated. Crude mixture was adsorbed onto ...